From a dataset of the Open Reaction Database (ORD), a public repository of structured organic reaction records. describe an organic reaction: reactants, conditions, products, and yield Reactants: O=C([O-])O, CC#N, COc1ccc(CCNC(=O)CCc2ccc(C(F)(F)F)cc2)cc1OC, [Na+], O, O=P(Cl)(Cl)Cl. The product is COc1cc2c(cc1OC)C(CCc1ccc(C(F)(F)F)cc1)=NCC2. RXN SMILES: [C:33](=[O:34])([OH:35])[O-:36].[CH3:39][C:40]#[N:41].[CH3:6][O:7][c:8]1[cH:9][c:10]([CH2:11][CH2:12][NH:13][C:14]([CH2:15][CH2:16][c:17]2[cH:18][cH:19][c:20]([C:23]([F:24])([F:25])[F:26])[cH:21][cH:22]2)=[O:27])[cH:28][cH:29][c:30]1[O:31][CH3:32].[Na+:37].[OH2:38].[P:1]([Cl:2])([Cl:3])([Cl:4])=[O:5]>>[CH3:6][O:7][c:8]1[cH:9][c:10]2[c:28]([cH:29][c:30]1[O:31][CH3:32])[C:14]([CH2:15][CH2:16][c:17]1[cH:18][cH:19][c:20]([C:23]([F:24])([F:25])[F:26])[cH:21][cH:22]1)=[N:13][CH2:12][CH2:11]2. Reactants: C(C)N(C1=CC=C(C(=O)C2=C(C(=O)O)C(=C(C(=C2Cl)Cl)Cl)Cl)C=C1)CC (2-(4-(diethylamino)benzoyl)-3,4,5,6-tetrachlorobenzoic acid), CN(C1=CC(=CC=C1)N(C)C)C (N,N,N',N'-tetramethyl-m-phenylenediamine), C(C)(=O)OC(C)=O (acetic anhydride). The solvent is CO (methanol), CO (methanol). Conditions: temperature 90 celsius. The product is CN(C1=C(C=CC(=C1)N(C)C)C1(OC(=O)C2=C(C(=C(C(=C12)Cl)Cl)Cl)Cl)C1=CC=C(C=C1)N(CC)CC)C (3-(2,4-bis(dimethylamino)phenyl)-3-(4-(diethylamino)phenyl)-4,5,6,7-tetrachlorophthalide). Yield: 48.2%. Reaction SMILES: [CH2:1]([N:3]([CH2:25][CH3:26])[C:4]1[CH:24]=[CH:23][C:7]([C:8]([C:10]2[C:18]([Cl:19])=[C:17]([Cl:20])[C:16]([Cl:21])=[C:15]([Cl:22])[C:11]=2[C:12]([OH:14])=[O:13])=O)=[CH:6][CH:5]=1)[CH3:2].[CH3:27][N:28]([CH3:38])[C:29]1[CH:34]=[CH:33][CH:32]=[C:31]([N:35]([CH3:37])[CH3:36])[CH:30]=1.C(OC(=O)C)(=O)C>CO>[CH3:36][N:35]([CH3:37])[C:31]1[CH:30]=[C:29]([N:28]([CH3:38])[CH3:27])[CH:34]=[CH:33][C:32]=1[C:8]1([C:7]2[CH:6]=[CH:5][C:4]([N:3]([CH2:25][CH3:26])[CH2:1][CH3:2])=[CH:24][CH:23]=2)[C:10]2[C:11](=[C:15]([Cl:22])[C:16]([Cl:21])=[C:17]([Cl:20])[C:18]=2[Cl:19])[C:12](=[O:14])[O:13]1. Procedure: A mixture of 2-(4-(diethylamino)benzoyl)-3,4,5,6-tetrachlorobenzoic acid (8.70 g.), N,N,N',N'-tetramethyl-m-phenylenediamine (3.61 g.) and acetic anhydride (5 ml.) was heated (to 90° C.). Addition of methanol (10 ml.) and slurrying the resulting product with methanol afforded 3-(2,4-bis(dimethylamino)phenyl)-3-(4-(diethylamino)phenyl)-4,5,6,7-tetrachlorophthalide (I: X=(CH3)2N, Y2 =H, Y4 =(CH3CH2)2N, Z4 =Z5 =Z6 =Z7 =Cl) (5.60 g., m.p. 206°-207.5° C.). Starting materials: O=C(O)Cc1ccc2c(c1)OCO2, CSc1ccc(N)cc1. The reagents and catalysts are CCN=C=NCCCN(C)C.Cl (EDC-HCl), CCN(CC)CC (TEA), C1=CC=C2C(=C1)N=NN2O (HOBt). Run in CN(C)C=O (DMF), CN(C)C=O (DMF), CN(C)C=O (DMF), CN(C)C=O (DMF), CN(C)C=O (DMF), CN(C)C=O (DMF). Reaction conditions: temperature 25 celsius, time 2 hour. Product: CSc1ccc(NC(=O)Cc2ccc3c(c2)OCO3)cc1. Isolated yield 84.2%. As a reaction SMILES: CSc1ccc(N)cc1.O=C(O)Cc1ccc2c(c1)OCO2.CCN=C=NCCCN(C)C.Cl.C1=CC=C2C(=C1)N=NN2O.CCN(CC)CC.CN(C)C=O>>CSc1ccc(NC(=O)Cc2ccc3c(c2)OCO3)cc1. The reactants are ClCCCCCC1[C@@H]2C=3C=CC(=CC3CC[C@H]2[C@@H]2CC=C([C@@]2(C)C1)OC(C)=O)OC(C)=O (11-(5-chloropentyl)-3,17-diacetoxy-estra-1,3,5(10),16-tetraene), C(C)(=O)[O-].[Na+] (sodium acetate), O (water), BrN1C(CCC1=O)=O (N-bromosuccinimide). Solvent: CN(C=O)C (dimethylformamide). The product is C(C)(=O)OC1=CC=2CC[C@H]3[C@@H]4CC(C([C@@]4(C)CC([C@@H]3C2C=C1)CCCCCCl)=O)Br (3-acetoxy-16-bromo-11-(5-chloropentyl)-estra-1,3,5(10)-trien-17-one). Isolated yield 228.4%. As a reaction SMILES: [Cl:1][CH2:2][CH2:3][CH2:4][CH2:5][CH2:6][CH:7]1[CH2:24][C@@:22]2([CH3:23])[C@@H:18]([CH2:19][CH:20]=[C:21]2[O:25]C(=O)C)[C@H:17]2[C@H:8]1[C:9]1[CH:10]=[CH:11][C:12]([O:29][C:30](=[O:32])[CH3:31])=[CH:13][C:14]=1[CH2:15][CH2:16]2.C([O-])(=O)C.[Na+].[Br:38]N1C(=O)CCC1=O.O>CN(C)C=O>[C:30]([O:29][C:12]1[CH:11]=[CH:10][C:9]2[C@@H:8]3[C@H:17]([C@H:18]4[C@@:22]([CH2:24][CH:7]3[CH2:6][CH2:5][CH2:4][CH2:3][CH2:2][Cl:1])([CH3:23])[C:21](=[O:25])[CH:20]([Br:38])[CH2:19]4)[CH2:16][CH2:15][C:14]=2[CH:13]=1)(=[O:32])[CH3:31] |f:1.2|. Procedure details: A solution of 6.2 g of 11-(5-chloropentyl)-3,17-diacetoxy-estra-1,3,5(10),16-tetraene in 95 ml of dimethylformamide is mixed at 0° C. first with 9.05 ml of sodium acetate solution (10%) and then with 2.6 g of N-bromosuccinimide, and it is stirred for one hour. Then, it is mixed with water, extracted with ethyl acetate, washed with sodium sulfate solution as well as common salt solution, dried on sodium sulfate and evaporated to the dry state in a vacuum. 15.3 g of crude 3-acetoxy-16-bromo-11-(5-...